From a dataset of the Open Reaction Database (ORD), a public repository of structured organic reaction records. describe an organic reaction: reactants, conditions, products, and yield Reactants: Cl.ClC1=CC=C(CN2C(CN(CC2)CCCl)C2=CC=CC=C2)C=C1 (1-(4'-chloro benzyl)-2-phenyl-4-(β-chloro ethyl) piperazine hydrochloride), C(C)NCC (diethylamine). Solvent: CC(=O)C (acetone). Yields the product ClC1=CC=C(CN2C(CN(CC2)CCN(CC)CC)C2=CC=CC=C2)C=C1 (1-(4'-Chloro benzyl)-2-phenyl-4-(diethylamino ethyl) piperazine). As a reaction SMILES: Cl.[Cl:2][C:3]1[CH:24]=[CH:23][C:6]([CH2:7][N:8]2[CH2:13][CH2:12][N:11]([CH2:14][CH2:15]Cl)[CH2:10][CH:9]2[C:17]2[CH:22]=[CH:21][CH:20]=[CH:19][CH:18]=2)=[CH:5][CH:4]=1.[CH2:25]([NH:27][CH2:28][CH3:29])[CH3:26]>CC(C)=O>[Cl:2][C:3]1[CH:24]=[CH:23][C:6]([CH2:7][N:8]2[CH2:13][CH2:12][N:11]([CH2:14][CH2:15][N:27]([CH2:28][CH3:29])[CH2:25][CH3:26])[CH2:10][CH:9]2[C:17]2[CH:22]=[CH:21][CH:20]=[CH:19][CH:18]=2)=[CH:5][CH:4]=1 |f:0.1|. Reported procedure: 20 g. of 1-(4'-chloro benzyl)-2-phenyl-4-(β-chloro ethyl) piperazine hydrochloride, 14 g. of diethylamine and 200 cc. of acetone are boiled under reflux for 12 hours. After cooling, the precipitated diethylamino hydrochloride is filtered off with suction and the solvent of the filtrate is evaporated in a vacuum. The residue is distilled in a vacuum. 15 g. of a light yellow oil having a boiling point of 190° C./0.06 mm. Hg are obtained. This product is identical with the product as obtained accor... Reactants: Cc1cc(C(C)(C)C)nc(C(C)(C)C)c1, Cc1cc(CCCC(CC(=O)O)C(=O)NC(C(=O)NC(C)c2ccccc2)C(C)(C)C)ccc1Oc1ccccc1, CCOS(=O)(=O)C(F)(F)F, C=CCC(C(=O)OC(C)C)C(O)C(=O)OC(C)C. Yields the product C=CCC(C(=O)OC(C)C)C(OCC)C(=O)OC(C)C. As a reaction SMILES: [C:70]([c:71]1[cH:72][c:73]([CH3:74])[cH:75][c:76]([C:77]([CH3:78])([CH3:79])[CH3:80])[n:81]1)([CH3:82])([CH3:83])[CH3:84].[CH3:11][C:12]([CH3:13])([CH3:14])[CH:15]([NH:16][C:17]([CH:18]([CH2:19][CH2:20][CH2:21][c:22]1[cH:23][cH:24][c:25]([O:26][c:27]2[cH:28][cH:29][cH:30][cH:31][cH:32]2)[c:33]([CH3:34])[cH:35]1)[CH2:36][C:37]([OH:38])=[O:39])=[O:40])[C:41]([NH:42][CH:43]([c:44]1[cH:45][cH:46][cH:47][cH:48][cH:49]1)[CH3:50])=[O:51].[F:1][C:2]([F:3])([F:4])[S:5]([O:6][CH2:7][CH3:8])(=[O:9])=[O:10].[OH:52][CH:53]([C:54](=[O:55])[O:56][CH:57]([CH3:58])[CH3:59])[CH:60]([CH2:61][CH:62]=[CH2:63])[C:64](=[O:65])[O:66][CH:67]([CH3:68])[CH3:69]>>[O:6]([CH2:7][CH3:8])[CH:53]([C:54](=[O:55])[O:56][CH:57]([CH3:58])[CH3:59])[CH:60]([CH2:61][CH:62]=[CH2:63])[C:64](=[O:65])[O:66][CH:67]([CH3:68])[CH3:69].